Dataset: the Open Reaction Database (ORD), a public repository of structured organic reaction records. Task: describe an organic reaction: reactants, conditions, products, and yield The reactants are CCOC(=O)CC#N, COc1ccc(CC(C)=O)cc1, CC(=O)[O-], CC(=O)O, Cc1ccccc1, [NH4+]. Product: CCOC(=O)C(C#N)=C(C)Cc1ccc(OC)cc1. Reaction SMILES: [C:13](#[N:14])[CH2:15][C:16](=[O:17])[O:18][CH2:19][CH3:20].[CH3:1][O:2][c:3]1[cH:4][cH:5][c:6]([CH2:9][C:10]([CH3:11])=[O:12])[cH:7][cH:8]1.[CH3:22][C:23](=[O:24])[O-:25].[CH3:26][C:27](=[O:28])[OH:29].[CH3:30][c:31]1[cH:32][cH:33][cH:34][cH:35][cH:36]1.[NH4+:21]>>[CH3:1][O:2][c:3]1[cH:4][cH:5][c:6]([CH2:9][C:10]([CH3:11])=[C:15]([C:13]#[N:14])[C:16](=[O:17])[O:18][CH2:19][CH3:20])[cH:7][cH:8]1. Reactants: CN1CC=2N(C3=C(C1=O)C=CC=C3)C=NC2C(=O)O (5,6-dihydro-5-methyl-6-oxo-4H-imidazo[1,5-a][1,4]benzodiazepine-3-carboxylic acid), N,N'-carbonyldiimidazole, C1(CC1)C(N)=NO (cyclopropanecarboxamidoxime). The solvent is CN(C=O)C (N,N-dimethylformamide). Reaction conditions: time 1 hour. The product is C1(CC1)C1=NOC(=N1)C=1N=CN2C1CN(C(C1=C2C=CC=C1)=O)C (3-(3-cyclopropyl-1,2,4-oxadiazol-5-yl)-4,5-dihydro-5-methyl-6H-imidazo[1,5-a][1,4]benzodiazepin-6-one). As a reaction SMILES: [CH3:1][N:2]1[C:8](=[O:9])[C:7]2[CH:10]=[CH:11][CH:12]=[CH:13][C:6]=2[N:5]2[CH:14]=[N:15][C:16]([C:17]([OH:19])=O)=[C:4]2[CH2:3]1.[CH:20]1([C:23](=[N:25]O)[NH2:24])[CH2:22][CH2:21]1>CN(C)C=O>[CH:20]1([C:23]2[N:25]=[C:17]([C:16]3[N:15]=[CH:14][N:5]4[C:6]5[CH:13]=[CH:12][CH:11]=[CH:10][C:7]=5[C:8](=[O:9])[N:2]([CH3:1])[CH2:3][C:4]=34)[O:19][N:24]=2)[CH2:22][CH2:21]1. Procedure: A mixture of 9.77 g (39 mmol) of 5,6-dihydro-5-methyl-6-oxo-4H-imidazo[1,5-a][1,4]benzodiazepine-3-carboxylic acid, 40 ml of N,N-dimethylformamide and 6.48 g (40 mmol) of N,N'-carbonyldiimidazole is stirred at 100° for 1 hour. 4.01 g (40 mmol) of cyclopropanecarboxamidoxime are subsequently added thereto and the mixture is stirred at 100° for a further 4 hours. The mixture is then evaporated and the residue is heated to 115° for 4 hours with 100 ml of acetic acid. The solution is evaporated to d... Starting materials: C(C)(C)(C)OC(CN1C(=CC2=CC=CC=C12)/C=C/C(=O)OCC)=O (Ethyl (2E)-3-[1-(2-tert-butoxy-2-oxoethyl)-1H-indol-2-yl]acrylate). Reagents/catalysts: [Pd] (palladium on carbon). Run in CCOC(=O)C (EtOAc). Conditions: time 8 hour. The product is C(C)(C)(C)OC(CN1C(=CC2=CC=CC=C12)CCC(=O)OCC)=O (Ethyl 3-[1-(2-tert-butoxy-2-oxoethyl)-1H-indol-2-yl]propanoate). Reaction SMILES: [C:1]([O:5][C:6](=[O:24])[CH2:7][N:8]1[C:16]2[C:11](=[CH:12][CH:13]=[CH:14][CH:15]=2)[CH:10]=[C:9]1/[CH:17]=[CH:18]/[C:19]([O:21][CH2:22][CH3:23])=[O:20])([CH3:4])([CH3:3])[CH3:2]>CCOC(C)=O.[Pd]>[C:1]([O:5][C:6](=[O:24])[CH2:7][N:8]1[C:16]2[C:11](=[CH:12][CH:13]=[CH:14][CH:15]=2)[CH:10]=[C:9]1[CH2:17][CH2:18][C:19]([O:21][CH2:22][CH3:23])=[O:20])([CH3:4])([CH3:3])[CH3:2]. Procedure: To the ethyl (2E)-3-[1-(2-tert-butoxy-2-oxoethyl)-1H-indol-2-yl] acrylate from Step 3 in EtOAc (0.08 M) was added 10% palladium on carbon (50 mg per g of substrate). The reaction mixture was flushed a few times with hydrogen and then stirred overnight at rt under a 1 atmosphere pressure of hydrogen. The reaction mixture was diluted with CH2Cl2 (2 mL/g) and was filtered through Celite. The filtrate was concentrated to dryness to afford the title compound crude (100%) which was used in the next st... The reactants are ClC=1N=NC(=CC1C)C=C (3-chloro-6-ethenyl-4-methylpyridazine), NaIO4, C[N+]1(CCOCC1)[O-] (4-methylmorpholine N-oxide). Reagents/catalysts: O=[Os](=O)(=O)=O (OsO4). Solvent: CC#N (CH3CN), O (water). Conditions: time 3 day. Product: ClC1=C(C=C(N=N1)C=O)C (6-Chloro-5-methyl-3-pyridazinecarbaldehyde). The yield is 89.9%. As a reaction SMILES: [Cl:1][C:2]1[N:3]=[N:4][C:5]([CH:9]=C)=[CH:6][C:7]=1[CH3:8].C[N+]1([O-])CC[O:15]CC1>CC#N.O.O=[Os](=O)(=O)=O>[Cl:1][C:2]1[N:3]=[N:4][C:5]([CH:9]=[O:15])=[CH:6][C:7]=1[CH3:8]. Procedure: To a white suspension of 3-chloro-6-ethenyl-4-methylpyridazine (34.1 mg, 0.221 mmol), NaIO4 (189 mg, 0.882 mmol), 4-methylmorpholine N-oxide (28.4 mg, 0.243 mmol) in CH3CN (3 mL) and water (1.5 mL) was added OsO4 (0.013 mL, 2.206 μmol), and the mixture was stirred at room temperature for 3 days. The reaction was monitored by LCMS and starting material was observed. The reaction mixture was heated at 60° C. overnight and no more starting material was observed. Solvents were evaporated in vacuo an... Run at time 30 minute. The yield is 88.0%. Yields the product ClC=1C=C(C=C(C1)Cl)C1(CC(=NO1)C1=CC(=C(C=C1)C(CC(C)C)=O)C)C(F)(F)F (1-{4-[5-(3,5-Dichloro-phenyl)-5-trifluoromethyl-4,5-dihydro-isoxazol-3-yl]-2-methyl-phenyl}-3-methyl-butan-1-one). Reaction SMILES: [Cl:1][C:2]1[CH:3]=[C:4]([C:9]2([C:27]([F:30])([F:29])[F:28])[O:13][N:12]=[C:11]([C:14]3[CH:19]=[CH:18][C:17]([CH:20]([OH:25])[CH2:21][CH:22]([CH3:24])[CH3:23])=[C:16]([CH3:26])[CH:15]=3)[CH2:10]2)[CH:5]=[C:6]([Cl:8])[CH:7]=1.C([O-])(O)=O.[Na+].[O-]S(S([O-])=O)=O.[Na+].[Na+]>C(Cl)Cl>[Cl:1][C:2]1[CH:3]=[C:4]([C:9]2([C:27]([F:29])([F:28])[F:30])[O:13][N:12]=[C:11]([C:14]3[CH:19]=[CH:18][C:17]([C:20](=[O:25])[CH2:21][CH:22]([CH3:24])[CH3:23])=[C:16]([CH3:26])[CH:15]=3)[CH2:10]2)[CH:5]=[C:6]([Cl:8])[CH:7]=1 |f:1.2,3.4.5|. Procedure: To a solution of 1-{4-[5-(3,5-Dichloro-phenyl)-5-trifluoromethyl-4,5-dihydro-isoxazol-3-yl]-2-methyl-phenyl}-3-methyl-butan-1-ol (i.e. the product of Step 1, 1.20 g) in CH2Cl2 (50 mL) was added Dess-Martin-Periodinan (CAS [87413-09-0], 1.216 g) in small portions. After 30 min at room temperature, saturated aqueous NaHCO3 and Na2S2O4 solutions were added and the mixture was extracted with CH2Cl2. The organic layer was washed with water, dried (Na2SO4) and concentrated in vacuum. The residue was p... Reactants: C(=O)(O)[O-].[Na+] (NaHCO3), [O-]S(=O)S(=O)[O-].[Na+].[Na+] (Na2S2O4), ClC=1C=C(C=C(C1)Cl)C1(CC(=NO1)C1=CC(=C(C=C1)C(CC(C)C)O)C)C(F)(F)F (1-{4-[5-(3,5-Dichloro-phenyl)-5-trifluoromethyl-4,5-dihydro-isoxazol-3-yl]-2-methyl-phenyl}-3-methyl-butan-1-ol), ClC=1C=C(C=C(C1)Cl)C1(CC(=NO1)C1=CC(=C(C=C1)C(CC(C)C)O)C)C(F)(F)F (1-{4-[5-(3,5-Dichloro-phenyl)-5-trifluoromethyl-4,5-dihydro-isoxazol-3-yl]-2-methyl-phenyl}-3-methyl-butan-1-ol), Dess-Martin-Periodinan. The solvent is C(Cl)Cl (CH2Cl2).